From a dataset of the Open Reaction Database (ORD), a public repository of structured organic reaction records. describe an organic reaction: reactants, conditions, products, and yield The reactants are N#Cc1ccc(CN2CCN(C(=O)OCc3ccccc3)CC2=O)cc1N, CO, ClCCl, Cl. As a reaction SMILES: [CH2:2]([O:3][C:4](=[O:5])[N:12]1[CH2:13][C:14](=[O:28])[N:15]([CH2:18][c:19]2[cH:20][c:21]([NH2:27])[c:22]([C:25]#[N:26])[cH:23][cH:24]2)[CH2:16][CH2:17]1)[c:6]1[cH:7][cH:8][cH:9][cH:10][cH:11]1.[CH3:29][OH:30].[Cl:31][CH2:32][Cl:33].[ClH:1]>>[NH:12]1[CH2:13][C:14](=[O:28])[N:15]([CH2:18][c:19]2[cH:20][c:21]([NH2:27])[c:22]([C:25]#[N:26])[cH:23][cH:24]2)[CH2:16][CH2:17]1. Yields the product N#Cc1ccc(CN2CCNCC2=O)cc1N. The reactants are C1(CCCCC1)N=C=O (cyclohexyl isocyanate), [H][H] (hydrogen), [H][H] (hydrogen), Pd on-carbon, 50, [N-]=C=O (isocyanate). Reagents/catalysts: O1CCOCC1 (1,4-dioxane). Solvent: C(C)N(CC)CC (triethylamine). Run at temperature -15 celsius. Product: C1(CCCCC1)NC=O (N-Cyclohexylformamide). Isolated yield 83.5%. As a reaction SMILES: [CH:1]1([N:7]=[C:8]=[O:9])[CH2:6][CH2:5][CH2:4][CH2:3][CH2:2]1.[H][H].[N-]=C=O>O1CCOCC1.C(N(CC)CC)C>[CH:1]1([NH:7][CH:8]=[O:9])[CH2:6][CH2:5][CH2:4][CH2:3][CH2:2]1. Reported procedure: A solution of cyclohexyl isocyanate (1.25 g.; 0.01 mole) in 100 ml. anhydrous 1,4-dioxane containing two drops of anhydrous triethylamine was mixed with 0.5 gram 10% Pd-on-carbon and shaken at a pressure of 50 p.s.i. of hydrogen on a Parr low pressure hydrogenator. The uptake of hydrogen was complete in two hours. Work up, as in Example 1, gave 1.15 g. of colorless oil containing a trace of isocyanate. The product was purified by slurrying the oil with Skellysolve B, chilling at -15° C. and deca... Reactants: E9, FC=1C=C(C=C(C1OC1=CC(=CC=C1)F)F)CO ((3,5-difluoro-4-(3-fluorophenoxy)phenyl)methanol), ClC=1C=C2N(C(N1)=O)C[C@@H](N2C)C ((S)-7-chloro-1,2-dimethyl-2,3-dihydroimidazo[1,2-c]pyrimidin-5(1H)-one). Product: FC=1C=C(COC=2C=C3N(C(N2)=O)C[C@@H](N3C)C)C=C(C1OC1=CC(=CC=C1)F)F ((S)-7-((3,5-difluoro-4-(3-fluorophenoxy)benzyl)oxy)-1,2-dimethyl-2,3-dihydroimidazo[1,2-c]pyrimidin-5(1H)-one). Reaction SMILES: [F:1][C:2]1[CH:3]=[C:4]([CH2:17][OH:18])[CH:5]=[C:6]([F:16])[C:7]=1[O:8][C:9]1[CH:14]=[CH:13][CH:12]=[C:11]([F:15])[CH:10]=1.Cl[C:20]1[CH:21]=[C:22]2[N:29]([CH3:30])[C@@H:28]([CH3:31])[CH2:27][N:23]2[C:24](=[O:26])[N:25]=1>>[F:1][C:2]1[CH:3]=[C:4]([CH:5]=[C:6]([F:16])[C:7]=1[O:8][C:9]1[CH:14]=[CH:13][CH:12]=[C:11]([F:15])[CH:10]=1)[CH2:17][O:18][C:20]1[CH:21]=[C:22]2[N:29]([CH3:30])[C@@H:28]([CH3:31])[CH2:27][N:23]2[C:24](=[O:26])[N:25]=1. Procedure details: The title compound was prepared by a procedure similar to that described for E9 starting from (3,5-difluoro-4-(3-fluorophenoxy)phenyl)methanol and (S)-7-chloro-1,2-dimethyl-2,3-dihydroimidazo[1,2-c]pyrimidin-5(1H)-one. Reactants: C(C)(C)(C)OC(=O)N1CCC(CC1)C1=CNC2=C1C=NC(=C2)N2CCOCC2 (4-(6-Morpholin-4-yl-1H-pyrrolo[3,2-c]pyridin-3-yl)-piperidine-1-carboxylic acid tert-butyl ester), C(=O)(C(F)(F)F)O.C(Cl)Cl (TFA CH2Cl2). Product: N1(CCOCC1)C1=CC2=C(C=N1)C(=CN2)C2CCNCC2 (6-Morpholin-4-yl-3-piperidin-4-yl-1H-pyrrolo[3,2-c]pyridine). The yield is 100.1%. RXN SMILES: C(OC([N:8]1[CH2:13][CH2:12][CH:11]([C:14]2[C:18]3[CH:19]=[N:20][C:21]([N:23]4[CH2:28][CH2:27][O:26][CH2:25][CH2:24]4)=[CH:22][C:17]=3[NH:16][CH:15]=2)[CH2:10][CH2:9]1)=O)(C)(C)C.C(O)(C(F)(F)F)=O.C(Cl)Cl>>[N:23]1([C:21]2[N:20]=[CH:19][C:18]3[C:14]([CH:11]4[CH2:12][CH2:13][NH:8][CH2:9][CH2:10]4)=[CH:15][NH:16][C:17]=3[CH:22]=2)[CH2:24][CH2:25][O:26][CH2:27][CH2:28]1 |f:1.2|. Procedure: 4-(6-Morpholin-4-yl-1H-pyrrolo[3,2-c]pyridin-3-yl)-piperidine-1-carboxylic acid tert-butyl ester (380 mg, 0.98 mmol) was set stirring in 1:1 TFA/CH2Cl2. After 45 min the mixture was evaporated. The residue was dissolved in MeOH (20 mL) and neutralized with DOWEX 550A OH anion exchange resin to pH 8. The resin was then filtered off and MeOH was removed under reduced pressure to give 281 mg (100%) of a yellow solid. MS (electrospray): exact mass calculated for C16H22N4O, 286.18; m/z found, 287.1 [... Starting materials: C(C)[SiH](CC)CC (Triethylsilane), FC(C(=O)O)(F)F (trifluoroacetic acid), CN(C(CCNC(OC(C)(C)C)=O)=O)C=1SC(=NN1)C=1C=NC=CC1 (tert-butyl 3-(methyl(5-(pyridin-3-yl)-1,3,4-thiadiazol-2-yl)amino)-3-oxopropylcarbamate). The solvent is ClCCl (dichloromethane). Conditions: temperature 23 celsius. The product is NCCC(=O)N(C=1SC(=NN1)C=1C=NC=CC1)C (3-amino-N-methyl-N-(5-(pyridin-3-yl)-1,3,4-thiadiazol-2-yl)propanamide). Isolated yield 49.5%. As a reaction SMILES: C([SiH](CC)CC)C.FC(F)(F)C(O)=O.[CH3:15][N:16]([C:29]1[S:30][C:31]([C:34]2[CH:35]=[N:36][CH:37]=[CH:38][CH:39]=2)=[N:32][N:33]=1)[C:17](=[O:28])[CH2:18][CH2:19][NH:20]C(=O)OC(C)(C)C>ClCCl>[NH2:20][CH2:19][CH2:18][C:17]([N:16]([CH3:15])[C:29]1[S:30][C:31]([C:34]2[CH:35]=[N:36][CH:37]=[CH:38][CH:39]=2)=[N:32][N:33]=1)=[O:28]. Procedure: Triethylsilane (530 μL, 3.3 mmol, 5.0 equiv) and trifluoroacetic acid (4.9 mL, 66 mmol, 100 equiv) were sequentially added to a stirred solution of tert-butyl 3-(methyl(5-(pyridin-3-yl)-1,3,4-thiadiazol-2-yl)amino)-3-oxopropylcarbamate (240 mg, 0.66 mmol, 1.0 equiv) in dichloromethane (8.8 mL) at 23° C. The resulting colorless solution was stirred at 23° C. for 30 m. The reaction mixture was concentrated by rotary evaporation. The residue was diluted with a saturated solution of sodium bicarbona... Starting materials: CCC(CC)(C(=O)[O-])C(=O)[O-], Cc1onc(-c2ccccc2)c1-c1[nH]c2ccccc2c1CN(C)C, Cl, [Na]. The product is Cc1onc(-c2ccccc2)c1-c1[nH]c2ccccc2c1CC(C(=O)O)C(=O)O. Reaction SMILES: [CH2:26]([C:28]([CH2:27][CH3:35])([C:29](=[O:30])[O-:31])[C:32](=[O:33])[O-:34])[CH3:36].[CH3:1][c:2]1[c:3](-[c:13]2[nH:14][c:15]3[cH:16][cH:17][cH:18][cH:19][c:20]3[c:21]2[CH2:22][N:23]([CH3:24])[CH3:25])[c:4](-[c:7]2[cH:8][cH:9][cH:10][cH:11][cH:12]2)[n:5][o:6]1.[ClH:38].[Na:37]>>[CH3:1][c:2]1[c:3](-[c:13]2[nH:14][c:15]3[cH:16][cH:17][cH:18][cH:19][c:20]3[c:21]2[CH2:22][CH:28]([C:29](=[O:30])[OH:31])[C:32](=[O:33])[OH:34])[c:4](-[c:7]2[cH:8][cH:9][cH:10][cH:11][cH:12]2)[n:5][o:6]1.